From a dataset of the Open Reaction Database (ORD), a public repository of structured organic reaction records. describe an organic reaction: reactants, conditions, products, and yield Starting materials: O=C([O-])[O-], Oc1ccc(OCc2ccccc2)cc1, COCCOCCOC, CCOC(C)=O, [Cs+], [Cs+], [Cu]I, Ic1cccnc1, C1COCCO1, O. Yields the product c1ccc(COc2ccc(Oc3cccnc3)cc2)cc1. As a reaction SMILES: [C:16](=[O:17])([O-:18])[O-:19].[CH2:1]([c:2]1[cH:3][cH:4][cH:5][cH:6][cH:7]1)[O:8][c:9]1[cH:10][cH:11][c:12]([OH:15])[cH:13][cH:14]1.[CH3:29][O:30][CH2:31][CH2:32][O:33][CH2:34][CH2:35][O:36][CH3:37].[CH3:47][CH2:48][O:49][C:50]([CH3:51])=[O:52].[Cs+:20].[Cs+:21].[Cu:44][I:45].[I:22][c:23]1[cH:24][n:25][cH:26][cH:27][cH:28]1.[O:38]1[CH2:39][CH2:40][O:41][CH2:42][CH2:43]1.[OH2:46]>>[CH2:1]([c:2]1[cH:3][cH:4][cH:5][cH:6][cH:7]1)[O:8][c:9]1[cH:10][cH:11][c:12]([O:15][c:23]2[cH:24][n:25][cH:26][cH:27][cH:28]2)[cH:13][cH:14]1. The reactants are CCI, CC#N, CN(C)c1ccc(-c2ccncc2)cc1. Yields the product CCC[n+]1ccc(-c2ccc(N(C)C)cc2)cc1, [I-]. As a reaction SMILES: [CH2:16]([CH3:17])[I:18].[CH3:19][C:20]#[N:21].[CH3:1][N:2]([c:3]1[cH:4][cH:5][c:6](-[c:9]2[cH:10][cH:11][n:12][cH:13][cH:14]2)[cH:7][cH:8]1)[CH3:15]>>[CH3:1][N:2]([c:3]1[cH:4][cH:5][c:6](-[c:9]2[cH:10][cH:11][n+:12]([CH2:19][CH2:16][CH3:17])[cH:13][cH:14]2)[cH:7][cH:8]1)[CH3:15].[I-:18]. Reactants: C(C1=CC=CC=C1)OC1=C(C=CC=C1)S(=O)(=O)Cl (2-Benzyloxy-benzenesulfonyl chloride), C(C)(C)(C)OC(C[C@@H](C(OCC)OCC)N)=O ((S)-3-amino-4,4-diethoxy-butyric acid tert-butyl ester), N1=CC=CC=C1 (pyridine). Run in C(Cl)(Cl)Cl (chloroform), C(C)(=O)OCC (ethyl acetate). Run at time 3 day. Product: C(C)(C)(C)OC(C[C@@H](C(OCC)OCC)NS(=O)(=O)C1=C(C=CC=C1)OCC1=CC=CC=C1)=O ((S)-3-(2-Benzyloxybenzenesulfonylamino)-4,4-diethoxy-butyric acid tert-butyl ester). Isolated yield 91.2%. RXN SMILES: [CH2:1]([O:8][C:9]1[CH:14]=[CH:13][CH:12]=[CH:11][C:10]=1[S:15](Cl)(=[O:17])=[O:16])[C:2]1[CH:7]=[CH:6][CH:5]=[CH:4][CH:3]=1.[C:19]([O:23][C:24](=[O:35])[CH2:25][C@H:26]([NH2:34])[CH:27]([O:31][CH2:32][CH3:33])[O:28][CH2:29][CH3:30])([CH3:22])([CH3:21])[CH3:20].N1C=CC=CC=1>C(Cl)(Cl)Cl.C(OCC)(=O)C>[C:19]([O:23][C:24](=[O:35])[CH2:25][C@H:26]([NH:34][S:15]([C:10]1[CH:11]=[CH:12][CH:13]=[CH:14][C:9]=1[O:8][CH2:1][C:2]1[CH:7]=[CH:6][CH:5]=[CH:4][CH:3]=1)(=[O:17])=[O:16])[CH:27]([O:31][CH2:32][CH3:33])[O:28][CH2:29][CH3:30])([CH3:21])([CH3:20])[CH3:22]. Reported procedure: 2-Benzyloxy-benzenesulfonyl chloride (see Example 23, step 1) (1.7 g, 6 mmol) and (S)-3-amino-4,4-diethoxy-butyric acid tert-butyl ester (see Example 93) (1.5 g, 6 mmol) and pyridine (1.9 g, 30 mmol) were dissolved in chloroform (150 mL) and stirred at room temperature for 3 days. The reaction was diluted with ethyl acetate (500 mL) and washed with 5% citric acid, sat. sodium bicarbonate, and sat. sodium chloride. The organic layer was then dried over anhydrous sodium sulfate, filtered, and conc... The reactants are CC(=O)O, CC(C)(C)[Si](C)(C)OC(CN(CCc1ccc([N+](=O)[O-])cc1)Cc1ccccc1)c1ccc(OCc2ccccc2)c2[nH]c(=O)ccc12, CCO, [Cl-], [Cl-], [Fe+2], [Fe], O, O, O, O. Product: CC(C)(C)[Si](C)(C)OC(CN(CCc1ccc(N)cc1)Cc1ccccc1)c1ccc(OCc2ccccc2)c2[nH]c(=O)ccc12. As a reaction SMILES: [C:52]([OH:53])(=[O:54])[CH3:55].[CH2:1]([c:2]1[cH:3][cH:4][cH:5][cH:6][cH:7]1)[N:8]([CH2:9][CH:10]([O:11][Si:12]([CH3:13])([CH3:14])[C:15]([CH3:16])([CH3:17])[CH3:18])[c:19]1[c:20]2[cH:21][cH:22][c:23](=[O:37])[nH:24][c:25]2[c:26]([O:29][CH2:30][c:31]2[cH:32][cH:33][cH:34][cH:35][cH:36]2)[cH:27][cH:28]1)[CH2:38][CH2:39][c:40]1[cH:41][cH:42][c:43]([N+:46]([O-:47])=[O:48])[cH:44][cH:45]1.[CH3:49][CH2:50][OH:51].[Cl-:61].[Cl-:63].[Fe+2:62].[Fe:56].[OH2:57].[OH2:58].[OH2:59].[OH2:60]>>[CH2:1]([c:2]1[cH:3][cH:4][cH:5][cH:6][cH:7]1)[N:8]([CH2:9][CH:10]([O:11][Si:12]([CH3:13])([CH3:14])[C:15]([CH3:16])([CH3:17])[CH3:18])[c:19]1[c:20]2[cH:21][cH:22][c:23](=[O:37])[nH:24][c:25]2[c:26]([O:29][CH2:30][c:31]2[cH:32][cH:33][cH:34][cH:35][cH:36]2)[cH:27][cH:28]1)[CH2:38][CH2:39][c:40]1[cH:41][cH:42][c:43]([NH2:46])[cH:44][cH:45]1. Starting materials: CC(=O)c1coc(COS(C)(=O)=O)n1, CC(C)=O, [K+], [K+], O=[N+]([O-])c1ccn[nH]1, N#N, O=C([O-])[O-]. Yields the product CC(=O)c1coc(Cn2ccc([N+](=O)[O-])n2)n1. As a reaction SMILES: [C:3]([CH3:4])(=[O:5])[c:6]1[n:7][c:8]([CH2:11][O:12][S:13]([CH3:14])(=[O:15])=[O:16])[o:9][cH:10]1.[CH3:31][C:32](=[O:33])[CH3:34].[K+:17].[K+:18].[N+:23](=[O:24])([O-:25])[c:26]1[cH:27][cH:28][n:29][nH:30]1.[N:1]#[N:2].[O-:19][C:20]([O-:21])=[O:22]>>[C:3]([CH3:4])(=[O:5])[c:6]1[n:7][c:8]([CH2:11][n:29]2[cH:28][cH:27][c:26]([N+:23](=[O:24])[O-:25])[n:30]2)[o:9][cH:10]1.